From a dataset of the Open Reaction Database (ORD), a public repository of structured organic reaction records. describe an organic reaction: reactants, conditions, products, and yield Starting materials: CSC=1N=C(C2=C(CCN(CC2)C2=NC=CC=C2C(F)(F)F)N1)O (2-Methylsulfanyl-7-(3-trifluoromethyl-pyridin-2-yl)-6,7,8,9-tetrahydro-5H-pyrimido[4,5-d]azepin-4-ol), CI (MeI), C(C)OC(=O)C1CCN(CCC1=O)C1=NC=CC=C1C(F)(F)F (5-oxo-1-(3-trifluoromethyl-pyridin-2-yl)-azepane-4-carboxylic acid ethyl ester), CC[O-].[Na+] (NaOEt), NC(=S)N (thiourea). Solvent: CCO (EtOH). Reaction conditions: time 1 hour. Yields the product CSC=1N=C(C2=C(CCN(CC2)C2=NC=CC=C2C(F)(F)F)N1)NC1=CC=C(C=C1)C(F)(F)F ([2-Methylsulfanyl-7-(3-trifluoromethyl-pyridin-2-yl)-6,7,8,9-tetrahydro-5H-pyrimido[4,5-d]azepin-4-yl]-(4-trifluoromethyl-phenyl)-amine). The yield is 99.0%. RXN SMILES: [CH3:1][S:2][C:3]1[N:4]=[C:5](O)[C:6]2[CH2:12][CH2:11][N:10]([C:13]3[C:18]([C:19]([F:22])([F:21])[F:20])=[CH:17][CH:16]=[CH:15][N:14]=3)[CH2:9][CH2:8][C:7]=2[N:23]=1.C(OC(C1C(=O)CCN([C:38]2[C:43]([C:44]([F:47])([F:46])[F:45])=[CH:42][CH:41]=[CH:40][N:39]=2)CC1)=O)C.[CH3:48]C[O-].[Na+].NC(N)=S.CI>CCO>[CH3:1][S:2][C:3]1[N:4]=[C:5]([NH:39][C:40]2[CH:41]=[CH:42][C:43]([C:44]([F:45])([F:46])[F:47])=[CH:38][CH:48]=2)[C:6]2[CH2:12][CH2:11][N:10]([C:13]3[C:18]([C:19]([F:22])([F:21])[F:20])=[CH:17][CH:16]=[CH:15][N:14]=3)[CH2:9][CH2:8][C:7]=2[N:23]=1 |f:2.3|. Procedure: 2-Methylsulfanyl-7-(3-trifluoromethyl-pyridin-2-yl)-6,7,8,9-tetrahydro-5H-pyrimido[4,5-d]azepin-4-ol. To solution of 5-oxo-1-(3-trifluoromethyl-pyridin-2-yl)-azepane-4-carboxylic acid ethyl ester (3.0 g, 9.09 mmol) in EtOH (40 mL) was added NaOEt (1.97 g, 29.1 mmol) and thiourea (1.1 g, 13.6 mmol). The mixture was heated at reflux for 12 h. The mixture was cooled, treated with MeI (0.74 mL, 11.8 mmol) drop-wise, and stirred at rt for 1 h. The mixture was concentrated and the residue was dissolve... Reactants: C(C)(C)(C)[SiH2]OC(C1CN(C(O1)=O)C1=CC(=C(C=C1)C=1C=NC(=NC1)N1CCN(CCC1)CC1(CN2C(O1)=NC(=C2)[N+](=O)[O-])C)F)(C)C (5-(tert-Butyl-dimethyl-silanyloxymethyl)-3-(3-fluoro-4-{2-[4-(2-methyl-6-nitro-2,3-dihydro-imidazo[2,1-b]oxazol-2-ylmethyl)-[1,4]diazepan-1-yl]-pyrimidin-5-yl}-phenyl)-oxazolidin-2-one), CCCC[N+](CCCC)(CCCC)CCCC.[F-] (TBAF). The solvent is CCOC(=O)C (EtOAc), C1CCOC1 (THF). Conditions: time 1 hour. Yields the product FC=1C=C(C=CC1C=1C=NC(=NC1)N1CCN(CCC1)CC1(CN2C(O1)=NC(=C2)[N+](=O)[O-])C)N2C(OC(C2)CO)=O (3-(3-Fluoro-4-{2-[4-(2-methyl-6-nitro-2,3-dihydro-imidazo[2,1-b]oxazol-2-ylmethyl)-[1,4]diazepan-1-yl]-pyrimidin-5-yl}-phenyl)-5-hydroxymethyl-oxazolidin-2-one). Isolated yield 20.9%. As a reaction SMILES: C([SiH2][O:6][C:7](C)(C)[CH:8]1[O:12][C:11](=[O:13])[N:10]([C:14]2[CH:19]=[CH:18][C:17]([C:20]3[CH:21]=[N:22][C:23]([N:26]4[CH2:32][CH2:31][CH2:30][N:29]([CH2:33][C:34]5([CH3:45])[O:38][C:37]6=[N:39][C:40]([N+:42]([O-:44])=[O:43])=[CH:41][N:36]6[CH2:35]5)[CH2:28][CH2:27]4)=[N:24][CH:25]=3)=[C:16]([F:46])[CH:15]=2)[CH2:9]1)(C)(C)C.CCCC[N+](CCCC)(CCCC)CCCC.[F-]>C1COCC1.CCOC(C)=O>[F:46][C:16]1[CH:15]=[C:14]([N:10]2[CH2:9][CH:8]([CH2:7][OH:6])[O:12][C:11]2=[O:13])[CH:19]=[CH:18][C:17]=1[C:20]1[CH:25]=[N:24][C:23]([N:26]2[CH2:32][CH2:31][CH2:30][N:29]([CH2:33][C:34]3([CH3:45])[O:38][C:37]4=[N:39][C:40]([N+:42]([O-:44])=[O:43])=[CH:41][N:36]4[CH2:35]3)[CH2:28][CH2:27]2)=[N:22][CH:21]=1 |f:1.2|. Procedure details: To a solution of 5-(tert-Butyl-dimethyl-silanyloxymethyl)-3-(3-fluoro-4-{2-[4-(2-methyl-6-nitro-2,3-dihydro-imidazo[2,1-b]oxazol-2-ylmethyl)-[1,4]diazepan-1-yl]-pyrimidin-5-yl}-phenyl)-oxazolidin-2-one (580 mg, 0.84 mmol) in THF (8.0 mL) was added TBAF (3.3 mL, 3.3 mmol, 1.0 M in THF). The mixture was stirred at room temperature for 1 h. The reaction mixture was diluted with EtOAc, washed with brine, dried with Na2SO4, purified by flash chromatography to give the title product (100 mg, 21%) as a... Starting materials: ClC1=C(CCl)C=CC(=C1)Cl (2,4-Dichlorobenzyl chloride), C(C)(=O)[O-].[Na+] (sodium acetate), [OH-].[Na+] (sodium hydroxide). Reagents/catalysts: S(=O)(=O)(O)[O-].C(CCC)[N+](CCCC)(CCCC)CCCC (tetrabutylammonium hydrogen sulphate). The solvent is O (water). Run at time 25 hour. Yields the product ClC1=C(CO)C=CC(=C1)Cl (2,4-dichlorobenzyl alcohol). Isolated yield 94.6%. As a reaction SMILES: [Cl:1][C:2]1[CH:9]=[C:8]([Cl:10])[CH:7]=[CH:6][C:3]=1[CH2:4]Cl.C([O-])(=[O:13])C.[Na+].[OH-].[Na+]>S([O-])(O)(=O)=O.C([N+](CCCC)(CCCC)CCCC)CCC.O>[Cl:1][C:2]1[CH:9]=[C:8]([Cl:10])[CH:7]=[CH:6][C:3]=1[CH2:4][OH:13] |f:1.2,3.4,5.6|. Procedure: 2,4-Dichlorobenzyl chloride (100 g) was added to a solution of sodium acetate (208.8 g) and tetrabutylammonium hydrogen sulphate (2 g) in water. The mixture was heated under reflux with stirring for 25 hours. Aqueous sodium hydroxide (50 ml. of 70% w/v solution) was added and the refluxing continued for 30 minutes. The mixture was cooled and the solid collected by filtration, washed with water and dried in vacuo to give 2,4-dichlorobenzyl alcohol, having a purity of 99.3%, in a yield of 94.6%. Starting materials: Cc1ccccc1, O=Cc1ccccc1, CC(CN)c1ccccc1. Product: CC1CNC(c2ccccc2)c2ccccc21. Reaction SMILES: [CH3:19][c:20]1[cH:21][cH:22][cH:23][cH:24][cH:25]1.[CH:1](=[O:2])[c:3]1[cH:4][cH:5][cH:6][cH:7][cH:8]1.[c:9]1([CH:15]([CH2:16][NH2:17])[CH3:18])[cH:10][cH:11][cH:12][cH:13][cH:14]1>>[CH:1]1([c:3]2[cH:4][cH:5][cH:6][cH:7][cH:8]2)[c:14]2[c:9]([cH:10][cH:11][cH:12][cH:13]2)[CH:15]([CH3:18])[CH2:16][NH:17]1. Product: ClC1=NC(=NC(=N1)Cl)NCCC1=CC=NC=C1 (4,6-dichloro-N-(2-(pyridin-4-yl)ethyl)-1,3,5-triazin-2-amine). RXN SMILES: Cl[C:2]1[N:7]=[C:6]([Cl:8])[N:5]=[C:4]([Cl:9])[N:3]=1.[NH2:10][CH2:11][CH2:12][C:13]1[CH:18]=[CH:17][N:16]=[CH:15][CH:14]=1>>[Cl:9][C:4]1[N:5]=[C:6]([Cl:8])[N:7]=[C:2]([NH:10][CH2:11][CH2:12][C:13]2[CH:18]=[CH:17][N:16]=[CH:15][CH:14]=2)[N:3]=1. Starting materials: ClC1=NC(=NC(=N1)Cl)Cl (2,4,6-trichloro-1,3,5-triazine), NCCC1=CC=NC=C1 (4-(2-Aminoethyl)pyridine). Procedure details: Following the general procedure A 2,4,6-trichloro-1,3,5-triazine was coupled with 4-(2-Aminoethyl)pyridine with reaction time of 2 h. Purification by column chromatography gave the title compound. The reactants are CC(C)OC(=O)CCCCCBr, CS(C)=O, [Cl-], [K+], [NH4+], [OH-], COc1ccc(COCC(O)Cn2ccnc2)cc1. Product: COc1ccc(COCC(Cn2ccnc2)OCCCCCC(=O)OC(C)C)cc1. RXN SMILES: [Br:22][CH2:23][CH2:24][CH2:25][CH2:26][CH2:27][C:28](=[O:29])[O:30][CH:31]([CH3:32])[CH3:33].[CH3:36][S:37]([CH3:38])=[O:39].[Cl-:34].[K+:21].[NH4+:35].[OH-:20].[OH:1][CH:2]([CH2:3][n:4]1[cH:5][n:6][cH:7][cH:8]1)[CH2:9][O:10][CH2:11][c:12]1[cH:13][cH:14][c:15]([O:18][CH3:19])[cH:16][cH:17]1>>[O:1]([CH:2]([CH2:3][n:4]1[cH:5][n:6][cH:7][cH:8]1)[CH2:9][O:10][CH2:11][c:12]1[cH:13][cH:14][c:15]([O:18][CH3:19])[cH:16][cH:17]1)[CH2:23][CH2:24][CH2:25][CH2:26][CH2:27][C:28](=[O:29])[O:30][CH:31]([CH3:32])[CH3:33]. The reactants are C[C@@H]1CN(C[C@@H](N1)C)C=1C=CC(=C(C1)NS(=O)(=O)C1=CC=C(C=C1)C=1OC(=CC1)C)OCC1=CC=CC=C1 (N-{5-(cis-3,5-dimethyl-1-piperazinyl)-2-[(phenylmethyl)oxy]phenyl}-4-(5-methyl-2-furanyl)benzenesulfonamide), [OH-] (hydroxide). Solvent: C(C)O (ethanol), CN(C=O)C (N,N-dimethylformamide). Run at time 3.75 hour. The product is C[C@@H]1CN(C[C@@H](N1)C)C=1C=CC(=C(C1)NS(=O)(=O)C1=CC=C(C=C1)C=1OC(=CC1)C)O (N-[5-(cis-3,5-dimethyl-1-piperazinyl)-2-hydroxyphenyl]-4-(5-methyl-2-furanyl)benzenesulfonamide). Reaction SMILES: [CH3:1][C@H:2]1[NH:7][C@@H:6]([CH3:8])[CH2:5][N:4]([C:9]2[CH:10]=[CH:11][C:12]([O:31]CC3C=CC=CC=3)=[C:13]([NH:15][S:16]([C:19]3[CH:24]=[CH:23][C:22]([C:25]4[O:26][C:27]([CH3:30])=[CH:28][CH:29]=4)=[CH:21][CH:20]=3)(=[O:18])=[O:17])[CH:14]=2)[CH2:3]1.[OH-]>C(O)C.CN(C)C=O>[CH3:8][C@H:6]1[NH:7][C@@H:2]([CH3:1])[CH2:3][N:4]([C:9]2[CH:10]=[CH:11][C:12]([OH:31])=[C:13]([NH:15][S:16]([C:19]3[CH:24]=[CH:23][C:22]([C:25]4[O:26][C:27]([CH3:30])=[CH:28][CH:29]=4)=[CH:21][CH:20]=3)(=[O:18])=[O:17])[CH:14]=2)[CH2:5]1. Reported procedure: A solution of N-{5-(cis-3,5-dimethyl-1-piperazinyl)-2-[(phenylmethyl)oxy]phenyl}-4-(5-methyl-2-furanyl)benzenesulfonamide (D43) (100 mg, 0.19 mmol) in ethanol (4 ml) and N,N-dimethylformamide (2.5 ml) was treated with palladiwn hydroxide on carbon (25 mg) and the mixture stirred under an atmosphere of hydrogen for 3.75 h. The mixture was then filtered through celite, washing with ethanol and the filtrate reduced in vacuo and the residue purified by mass directed autoprep HPLC to afford the title... Starting materials: C(#N)[BH3-].[Na+] (sodium cyanoborohydride), N1C=CC2=CC=CC(=C12)/C=C/C(=O)NS(=O)(=O)C=1SC=CC1 (thiophene-2-sulfonic acid ((E)-3-1H-indol-7-yl-acryloyl)-amide). Solvent: C(C)(=O)O (acetic acid). Conditions: temperature 70 celsius, time 4 hour. Yields the product N1CCC2=CC=CC=C12 (indoline). As a reaction SMILES: [NH:1]1[C:9]2[C:4](=[CH:5][CH:6]=[CH:7][C:8]=2/C=C/C(NS(C2SC=CC=2)(=O)=O)=O)[CH:3]=[CH:2]1.C([BH3-])#N.[Na+]>C(O)(=O)C>[NH:1]1[C:9]2[C:4](=[CH:5][CH:6]=[CH:7][CH:8]=2)[CH2:3][CH2:2]1 |f:1.2|. Reported procedure: To a suspension of thiophene-2-sulfonic acid ((E)-3-1H-indol-7-yl-acryloyl)-amide I-4 (120 mg, 0.39 mmol) in acetic acid (glacial, 10 mL) was added sodium cyanoborohydride (95%, 150 mg, 2.5 mmol) portion wise at rt. The mixture which resulted was allowed to heat and stir at 70° C. for 4 h. The reaction mixture was cooled to 0° C. and the reaction was quenched with the addition of water (10 mL) at 0° C. The mixture was acidified with addition of aq HCl (10%) until PH=1, which was followed by extr... The reactants are C[Si](N[Si](C)(C)C)(C)C (hexamethyldisilazane), CC1(C(NC(N1)=O)=O)C (5,5-dimethylhydantoin), N (ammonia), C[Si](N[Si](C)(C)C)(C)C (hexamethyldisilazane), C[Si](N[Si](C)(C)C)(C)C (hexamethyldisilazane). Reagents/catalysts: S1(=O)(=O)NC(=O)C2=CC=CC=C12 (saccharin). Run in C1(=CC=CC=C1)C (toluene). Reaction conditions: time 1 hour. Yields the product C[Si](N1C(=O)N(C(=O)C1(C)C)[Si](C)(C)C)(C)C (1,3-bis-(trimethylsilyl)-5,5-dimethylhydantoin). Yield: 152.6%. As a reaction SMILES: C[Si](C)(C)[NH:3][Si:4]([CH3:7])([CH3:6])[CH3:5].[CH3:10][C:11]1([CH3:18])[NH:15][C:14](=[O:16])N[C:12]1=[O:17].N>S1(C2C(=CC=CC=2)C(=O)N1)(=O)=O.C1(C)C=CC=CC=1>[CH3:5][Si:4]([CH3:7])([CH3:6])[N:15]1[C:11]([CH3:18])([CH3:10])[C:12](=[O:17])[N:3]([Si:4]([CH3:5])([CH3:6])[CH3:7])[C:14]1=[O:16]. Reported procedure: 80 ml of hexamethyldisilazane (0.38 mole) were added over 30 minutes to a refluxing suspension of 50 ml of toluene, 40 mg (0.22 mmole) of saccharin and 38.45 g (0.30 mole) of 5,5-dimethylhydantoin and evolution of ammonia started immediately. When half of the hexamethyldisilazane had been added, all solids had gone into solution and after the addition of the hexamethyldisilazane, reflux was continued for 1 hour. Toluene was distilled off and the residue was vacuum dried at 45° C. to obtain 79.0 ... Starting materials: O=C([O-])O, O=[N+]([O-])c1ccc(OCc2ccccc2)c(F)c1, CCOC(C)=O, O=C(Cl)OCc1ccccc1, [Na+]. Product: O=C(Nc1ccc(OCc2ccccc2)c(F)c1)OCc1ccccc1. Reaction SMILES: [C:19](=[O:20])([OH:21])[O-:22].[CH2:1]([c:2]1[cH:3][cH:4][cH:5][cH:6][cH:7]1)[O:8][c:9]1[c:10]([F:18])[cH:11][c:12]([N+:15]([O-:16])=[O:17])[cH:13][cH:14]1.[CH3:35][CH2:36][O:37][C:38](=[O:39])[CH3:40].[Cl:24][C:25](=[O:26])[O:27][CH2:28][c:29]1[cH:30][cH:31][cH:32][cH:33][cH:34]1.[Na+:23]>>[CH2:1]([c:2]1[cH:3][cH:4][cH:5][cH:6][cH:7]1)[O:8][c:9]1[c:10]([F:18])[cH:11][c:12]([NH:15][C:25](=[O:26])[O:27][CH2:28][c:29]2[cH:30][cH:31][cH:32][cH:33][cH:34]2)[cH:13][cH:14]1.